From a dataset of the Open Reaction Database (ORD), a public repository of structured organic reaction records. describe an organic reaction: reactants, conditions, products, and yield Starting materials: CCOC(=O)c1c(C)c[nH]c1CC(=O)O, CCN=C=NCCCN(C)C, ClCCl, Cl, CC(=O)NCCN, [Na+], [OH-], O, On1nnc2ccccc21. Reaction SMILES: [CH2:1]([CH3:2])[O:3][C:4](=[O:5])[c:6]1[c:7]([CH2:12][C:13](=[O:14])[OH:15])[nH:8][cH:9][c:10]1[CH3:11].[CH2:24]([N:25]=[C:26]=[N:27][CH2:28][CH2:29][CH2:30][N:31]([CH3:32])[CH3:33])[CH3:34].[Cl:47][CH2:48][Cl:49].[ClH:23].[NH2:16][CH2:17][CH2:18][NH:19][C:20]([CH3:21])=[O:22].[Na+:46].[OH-:45].[OH2:50].[OH:35][n:36]1[c:37]2[cH:38][cH:39][cH:40][cH:41][c:42]2[n:43][n:44]1>>[CH2:1]([CH3:2])[O:3][C:4](=[O:5])[c:6]1[c:7]([CH2:12][C:13](=[O:15])[NH:16][CH2:17][CH2:18][NH:19][C:20]([CH3:21])=[O:22])[nH:8][cH:9][c:10]1[CH3:11]. Product: CCOC(=O)c1c(C)c[nH]c1CC(=O)NCCNC(C)=O. The reactants are O=CCc1cccc2c1[nH]c(=O)n2Cc1ccccc1, CC(C)=O, Cc1ccc(S(=O)(=O)O)cc1. Product: O=c1[nH]c2c(CCO)cccc2n1Cc1ccccc1. As a reaction SMILES: [CH2:1]([c:2]1[cH:3][cH:4][cH:5][cH:6][cH:7]1)[n:8]1[c:9](=[O:20])[nH:10][c:11]2[c:12]1[cH:13][cH:14][cH:15][c:16]2[CH2:17][CH:18]=[O:19].[CH3:32][C:33](=[O:34])[CH3:35].[c:21]1([CH3:22])[cH:23][cH:24][c:25]([S:26]([OH:27])(=[O:28])=[O:29])[cH:30][cH:31]1>>[CH2:1]([c:2]1[cH:3][cH:4][cH:5][cH:6][cH:7]1)[n:8]1[c:9](=[O:20])[nH:10][c:11]2[c:12]1[cH:13][cH:14][cH:15][c:16]2[CH2:17][CH2:18][OH:19]. Starting materials: BrCC=Cc1ccccc1, CCOCC, Cc1c(N(Cc2ccc(O)cc2)Cc2ccc(F)cc2F)cccc1[N+](=O)[O-], [H-], [Na+], CN(C)C=O. Product: Cc1c(N(Cc2ccc(OCC=Cc3ccccc3)cc2)Cc2ccc(F)cc2F)cccc1[N+](=O)[O-]. RXN SMILES: [CH2:31]([CH:32]=[CH:33][c:34]1[cH:35][cH:36][cH:37][cH:38][cH:39]1)[Br:40].[CH3:46][CH2:47][O:48][CH2:49][CH3:50].[F:1][c:2]1[c:3]([CH2:4][N:5]([c:6]2[c:7]([CH3:15])[c:8]([N+:12](=[O:13])[O-:14])[cH:9][cH:10][cH:11]2)[CH2:16][c:17]2[cH:18][cH:19][c:20]([OH:23])[cH:21][cH:22]2)[cH:24][cH:25][c:26]([F:28])[cH:27]1.[H-:29].[Na+:30].[O:41]=[CH:42][N:43]([CH3:44])[CH3:45]>>[F:1][c:2]1[c:3]([CH2:4][N:5]([c:6]2[c:7]([CH3:15])[c:8]([N+:12](=[O:13])[O-:14])[cH:9][cH:10][cH:11]2)[CH2:16][c:17]2[cH:18][cH:19][c:20]([O:23][CH2:31][CH:32]=[CH:33][c:34]3[cH:35][cH:36][cH:37][cH:38][cH:39]3)[cH:21][cH:22]2)[cH:24][cH:25][c:26]([F:28])[cH:27]1. Starting materials: ice, ClC(=O)OC (Methyl chloroformate), NCCS(=O)(=O)N1C[C@@H](N(CC1)C(=O)OC(C)(C)C)C(=O)NOC(C)(C)C ((2R)-4-(2-aminoethanesulfonyl)-N-tert-butoxy-1-tert-butoxycarbonyl-2-piperazinecarboxamide). The solvent is C(Cl)(Cl)Cl (CHCl3), N1=CC=CC=C1 (pyridine). Yields the product C(C)(C)(C)ONC(=O)[C@@H]1N(CCN(C1)S(=O)(=O)CCNC(=O)OC)C(=O)OC(C)(C)C ((2R)-N-tert-butoxy-1-tert-butoxycarbonyl-4-[2-(methoxycarbonylamino)ethanesulfonyl]-2-piperazinecarboxamide). Isolated yield 102.9%. Reaction SMILES: Cl[C:2]([O:4][CH3:5])=[O:3].[NH2:6][CH2:7][CH2:8][S:9]([N:12]1[CH2:17][CH2:16][N:15]([C:18]([O:20][C:21]([CH3:24])([CH3:23])[CH3:22])=[O:19])[C@@H:14]([C:25]([NH:27][O:28][C:29]([CH3:32])([CH3:31])[CH3:30])=[O:26])[CH2:13]1)(=[O:11])=[O:10]>C(Cl)(Cl)Cl.N1C=CC=CC=1>[C:29]([O:28][NH:27][C:25]([C@H:14]1[CH2:13][N:12]([S:9]([CH2:8][CH2:7][NH:6][C:2]([O:4][CH3:5])=[O:3])(=[O:11])=[O:10])[CH2:17][CH2:16][N:15]1[C:18]([O:20][C:21]([CH3:24])([CH3:23])[CH3:22])=[O:19])=[O:26])([CH3:31])([CH3:32])[CH3:30]. Procedure details: Methyl chloroformate (132 mg) in CHCl3 (3 ml) was added dropwise to (2R)-4-(2-aminoethanesulfonyl)-N-tert-butoxy-1-tert-butoxycarbonyl-2-piperazinecarboxamide (400 mg) in pyridine (2.5 ml) with cooling on an ice bath. After stirring on the ice bath for 3 hours, the reaction mixture was concentrated in vacuo. The residue was partitioned between AcOEt and 3.6% HCl. The organic layer was washed with saturated aqueous NaHCO3 solution and saturated aqueous NaCl solution, dried over MgSO4, and concent... Reactants: Cl.ClCC=1C(=NC=2C=C3C(=CC2C1)OCO3)NC (7-(chloromethyl)-N-methyl-[1,3]dioxolo[4,5-g]quinolin-6-amine hydrochloride), COC=1C=C2C=C(N=C(C2=CC1OC)C)O (6,7-dimethoxy-1-methylisoquinolin-3-ol), COC=1C=C2C=C(N=C(C2=CC1OC)C)O (6,7-Dimethoxy-1-methylisoquinolin-3-ol), [OH-].[K+] (KOH), Cl.ClCC=1C(=NC=2C=C3C(=CC2C1)OCO3)NC (7-(Chloromethyl)-N-methyl-[1,3]dioxolo[4,5-g]quinolin-6-amine hydrochloride). Run in C(Cl)Cl (CH2Cl2), C1(=CC=CC=C1)C (toluene). Conditions: temperature 150 celsius, time 1.5 hour. Yields the product COC=1C=C2C(=C(N=C(C2=CC1OC)C)O)CC=1C(=NC=2C=C3C(=CC2C1)OCO3)NC (6,7-dimethoxy-1-methyl-4-((6-(methylamino)-[1,3]dioxolo[4,5-g]quinolin-7-yl)methyl)isoquinolin-3-ol). As a reaction SMILES: [CH3:1][O:2][C:3]1[CH:4]=[C:5]2[C:10](=[CH:11][C:12]=1[O:13][CH3:14])[C:9]([CH3:15])=[N:8][C:7]([OH:16])=[CH:6]2.[OH-].[K+].Cl.Cl[CH2:21][C:22]1[C:23]([NH:35][CH3:36])=[N:24][C:25]2[CH:26]=[C:27]3[O:34][CH2:33][O:32][C:28]3=[CH:29][C:30]=2[CH:31]=1>C1(C)C=CC=CC=1.C(Cl)Cl>[CH3:1][O:2][C:3]1[CH:4]=[C:5]2[C:10](=[CH:11][C:12]=1[O:13][CH3:14])[C:9]([CH3:15])=[N:8][C:7]([OH:16])=[C:6]2[CH2:21][C:22]1[C:23]([NH:35][CH3:36])=[N:24][C:25]2[CH:26]=[C:27]3[O:34][CH2:33][O:32][C:28]3=[CH:29][C:30]=2[CH:31]=1 |f:1.2,3.4|. Procedure: To a solution of 6,7-dimethoxy-1-methylisoquinolin-3-ol CCH 18060 (147 mg, 670 μmol) in toluene (10 mL) in a 20 mL microwave vial equipped with a magnetic stirrer was added a 2 N aq. KOH solution (0.70 mL, 1.40 mmol) at RT followed by 7-(chloromethyl)-N-methyl-[1,3]dioxolo[4,5-g]quinolin-6-amine hydrochloride CCH 34158B (200 mg, 697 μmol) and the mixture was stirred at 150° C. for 1.5 h under microwave irradiation. After cooling to RT, the mixture was diluted with CH2Cl2:MeOH=9:1 (80 mL) and the... Starting materials: CC1=C(OC2=C1C=C(C=C2)C2=CC=C(C=C2)CC(=O)OCC)[N+](=O)[O-] (ethyl 4-(3-methyl-2-nitrobenzofuran-5-yl)phenylacetate), Cl (hydrochloric acid), ice water. Solvent: C(C)(=O)O (acetic acid). The product is CC1=C(OC2=C1C=C(C=C2)C2=CC=C(C=C2)CC(=O)O)[N+](=O)[O-] (4-(3-methyl-2-nitrobenzofuran-5-yl)phenylacetic acid). As a reaction SMILES: [CH3:1][C:2]1[C:6]2[CH:7]=[C:8]([C:11]3[CH:16]=[CH:15][C:14]([CH2:17][C:18]([O:20]CC)=[O:19])=[CH:13][CH:12]=3)[CH:9]=[CH:10][C:5]=2[O:4][C:3]=1[N+:23]([O-:25])=[O:24].Cl>C(O)(=O)C>[CH3:1][C:2]1[C:6]2[CH:7]=[C:8]([C:11]3[CH:12]=[CH:13][C:14]([CH2:17][C:18]([OH:20])=[O:19])=[CH:15][CH:16]=3)[CH:9]=[CH:10][C:5]=2[O:4][C:3]=1[N+:23]([O-:25])=[O:24]. Procedure: A solution of 1.5 g. of, the product of step C in 25 ml. of acetic acid and 10 ml. of 6 N hydrochloric acid is heated at its reflux temperature for 45 minutes then poured into ice water. The precipitate is collected and recrystallized from an ethanol-N,N-dimethylformamide mixture to provide 4-(3-methyl-2-nitrobenzofuran-5-yl)phenylacetic acid, m.p. 229°-230° C. Reactants: O=C(Cl)Oc1ccccc1, COc1ccc(N2CCN(c3ccc(N)cc3)CC2)cc1, ClCCl, CC(C)OC(C)C, O, c1ccncc1. The product is COc1ccc(N2CCN(c3ccc(NC(=O)Oc4ccccc4)cc3)CC2)cc1. As a reaction SMILES: [C:22]([O:23][c:24]1[cH:25][cH:26][cH:27][cH:28][cH:29]1)(=[O:30])[Cl:31].[CH3:1][O:2][c:3]1[cH:4][cH:5][c:6]([N:9]2[CH2:10][CH2:11][N:12]([c:15]3[cH:16][cH:17][c:18]([NH2:21])[cH:19][cH:20]3)[CH2:13][CH2:14]2)[cH:7][cH:8]1.[Cl:46][CH2:47][Cl:48].[O:38]([CH:39]([CH3:40])[CH3:41])[CH:42]([CH3:43])[CH3:44].[OH2:45].[cH:32]1[cH:33][cH:34][n:35][cH:36][cH:37]1>>[CH3:1][O:2][c:3]1[cH:4][cH:5][c:6]([N:9]2[CH2:10][CH2:11][N:12]([c:15]3[cH:16][cH:17][c:18]([NH:21][C:22]([O:23][c:24]4[cH:25][cH:26][cH:27][cH:28][cH:29]4)=[O:30])[cH:19][cH:20]3)[CH2:13][CH2:14]2)[cH:7][cH:8]1. Reaction SMILES: [C:1]([C:5]1[C:10]([OH:11])=[CH:9][C:8]([NH:12][C:13]([C:15]2[C:24](=[O:25])[C:23]3[C:18](=[CH:19][CH:20]=[CH:21][CH:22]=3)[NH:17][CH:16]=2)=[O:14])=[C:7](Br)[CH:6]=1)([CH3:4])([CH3:3])[CH3:2].[CH3:27][N:28]1C(=O)CCC1>[C-]#N.[C-]#N.[Zn+2].C1C=CC([P]([Pd]([P](C2C=CC=CC=2)(C2C=CC=CC=2)C2C=CC=CC=2)([P](C2C=CC=CC=2)(C2C=CC=CC=2)C2C=CC=CC=2)[P](C2C=CC=CC=2)(C2C=CC=CC=2)C2C=CC=CC=2)(C2C=CC=CC=2)C2C=CC=CC=2)=CC=1>[C:1]([C:5]1[C:10]([OH:11])=[CH:9][C:8]([NH:12][C:13]([C:15]2[C:24](=[O:25])[C:23]3[C:18](=[CH:19][CH:20]=[CH:21][CH:22]=3)[NH:17][CH:16]=2)=[O:14])=[C:7]([C:27]#[N:28])[CH:6]=1)([CH3:4])([CH3:3])[CH3:2] |f:2.3.4,^1:42,44,63,82|. Procedure details: To a suspension of N-(4-tert-butyl-2-bromo-5-hydroxyphenyl)-1,4-dihydro-4-oxoquinoline-3-carboxamide (C-274) (84 mg, 0.2 mmol), Zn(CN)2 (14 mg, 0.12 mmol) in NMP (1 mL) was added Pd(PPh3)4 (16 mg, 0.014 mmol) under nitrogen. The mixture was heated in a microwave oven at 200° C. for 1 h, filtered and purified using preparative HPLC to give N-(4-tert-butyl-2-cyano-5-hydroxyphenyl)-1,4-dihydro-4-oxoquinoline-3-carboxamide (476). 1H NMR (400 MHz, DMSO-d6) δ 13.00 (d, J=6.4 Hz, 1H), 12.91 (s, 1H), 10... Reagents/catalysts: C=1C=CC(=CC1)[P](C=2C=CC=CC2)(C=3C=CC=CC3)[Pd]([P](C=4C=CC=CC4)(C=5C=CC=CC5)C=6C=CC=CC6)([P](C=7C=CC=CC7)(C=8C=CC=CC8)C=9C=CC=CC9)[P](C=1C=CC=CC1)(C=1C=CC=CC1)C=1C=CC=CC1 (Pd(PPh3)4), [C-]#N.[C-]#N.[Zn+2] (Zn(CN)2). Product: C(C)(C)(C)C1=CC(=C(C=C1O)NC(=O)C1=CNC2=CC=CC=C2C1=O)C#N (N-(4-tert-Butyl-2-cyano-5-hydroxyphenyl)-1,4-dihydro-4-oxoquinoline-3-carboxamide). The reactants are C(C)(C)(C)C1=CC(=C(C=C1O)NC(=O)C1=CNC2=CC=CC=C2C1=O)Br (N-(4-tert-butyl-2-bromo-5-hydroxyphenyl)-1,4-dihydro-4-oxoquinoline-3-carboxamide), CN1CCCC1=O (NMP). Run at temperature 200 celsius. Reactants: CI, Cc1ccccc1C1=CNC(=O)C12CCN(C(=O)c1cc(C(F)(F)F)cc(C(F)(F)F)c1)CC2. Yields the product Cc1ccccc1C1=CN(C)C(=O)C12CCN(C(=O)c1cc(C(F)(F)F)cc(C(F)(F)F)c1)CC2. As a reaction SMILES: [CH3:35][I:36].[F:1][C:2]([c:3]1[cH:4][c:5]([C:6](=[O:7])[N:8]2[CH2:9][CH2:10][C:11]3([C:12]([c:17]4[c:18]([CH3:23])[cH:19][cH:20][cH:21][cH:22]4)=[CH:13][NH:14][C:15]3=[O:16])[CH2:24][CH2:25]2)[cH:26][c:27]([C:29]([F:30])([F:31])[F:32])[cH:28]1)([F:33])[F:34]>>[F:1][C:2]([c:3]1[cH:4][c:5]([C:6](=[O:7])[N:8]2[CH2:9][CH2:10][C:11]3([C:12]([c:17]4[c:18]([CH3:23])[cH:19][cH:20][cH:21][cH:22]4)=[CH:13][N:14]([CH3:35])[C:15]3=[O:16])[CH2:24][CH2:25]2)[cH:26][c:27]([C:29]([F:30])([F:31])[F:32])[cH:28]1)([F:33])[F:34]. Starting materials: C(C1=CC=CC=C1)OC=1C=2N(C=CC1)C=C(N2)CCl (8-benzyloxy-2-chloromethylimidazo[1,2-a]pyridine), [C-]#N.[Na+] (sodium cyanide). The solvent is CN(C=O)C (dimethylformamide). Product: C(C1=CC=CC=C1)OC=1C=2N(C=CC1)C=C(N2)CC#N (8-Benzyloxy-2-cyanomethyl-imidazo[1,2-a]pyridine). As a reaction SMILES: [CH2:1]([O:8][C:9]1[C:10]2[N:11]([CH:15]=[C:16]([CH2:18]Cl)[N:17]=2)[CH:12]=[CH:13][CH:14]=1)[C:2]1[CH:7]=[CH:6][CH:5]=[CH:4][CH:3]=1.[C-:20]#[N:21].[Na+]>CN(C)C=O>[CH2:1]([O:8][C:9]1[C:10]2[N:11]([CH:15]=[C:16]([CH2:18][C:20]#[N:21])[N:17]=2)[CH:12]=[CH:13][CH:14]=1)[C:2]1[CH:7]=[CH:6][CH:5]=[CH:4][CH:3]=1 |f:1.2|. Reported procedure: A mixture of 1.79 g 8-benzyloxy-2-chloromethylimidazo[1,2-a]pyridine, 0.90 g sodium cyanide, and 15 ml dimethylformamide was heated on a steam bath for 1.5 hr. The mixture was cooled and evaporated in vacuo, the residue was taken up in chloroform (50 ml) and filtered through a pad of silica gel, the filtrate was evaporated in vacuo, and the residue recrystallized from acetonitrile to give the title compound (m.p. 148°-150°C.).